Dataset: the Open Reaction Database (ORD), a public repository of structured organic reaction records. Task: describe an organic reaction: reactants, conditions, products, and yield The reactants are NC1=CC=C(C=C1)N1C2=C(NC(CC1=O)=O)C1=CC=CC=C1C=C2 (5-(4-aminophenyl)-1H-naphtho[1,2-b][1,4]diazepine-2,4(3H,5H)-dione), NC1=CC=C(C=C1)N1C2=C(NC(CC1=O)=O)C1=CC=CC=C1C=C2 (5-(4-Aminophenyl)-1H-naphtho[1,2-b][1,4]diazepine-2,4(3H,5H)-dione), C1(=CC=CC=C1)N=C=O (phenyl isocyanate). Run in O1CCCC1 (tetrahydrofuran). Run at temperature 65 celsius. Product: O=C1CC(N(C2=C(N1)C1=CC=CC=C1C=C2)C2=CC=C(C=C2)NC(=O)NC2=CC=CC=C2)=O (1-[4-(2,4-Dioxo-1,2,3,4-tetrahydronaphtho[1,2-b][1,4]diazepin-5-yl)phenyl]-3-phenylurea). Yield: 20.6%. As a reaction SMILES: [NH2:1][C:2]1[CH:7]=[CH:6][C:5]([N:8]2[C:14](=[O:15])[CH2:13][C:12](=[O:16])[NH:11][C:10]3[C:17]4[C:22]([CH:23]=[CH:24][C:9]2=3)=[CH:21][CH:20]=[CH:19][CH:18]=4)=[CH:4][CH:3]=1.[C:25]1([N:31]=[C:32]=[O:33])[CH:30]=[CH:29][CH:28]=[CH:27][CH:26]=1>O1CCCC1>[O:16]=[C:12]1[NH:11][C:10]2[C:17]3[C:22]([CH:23]=[CH:24][C:9]=2[N:8]([C:5]2[CH:6]=[CH:7][C:2]([NH:1][C:32]([NH:31][C:25]4[CH:30]=[CH:29][CH:28]=[CH:27][CH:26]=4)=[O:33])=[CH:3][CH:4]=2)[C:14](=[O:15])[CH2:13]1)=[CH:21][CH:20]=[CH:19][CH:18]=3. Reported procedure: A suspension of 5-(4-aminophenyl)-1H-naphtho[1,2-b][1,4]diazepine-2,4(3H,5H)-dione (32 mg, 0.10 mmol) obtained in Example 1, (3) in anhydrous tetrahydrofuran (10 mL) was added with phenyl isocyanate (27 μL, 0.25 mmol), the mixture was refluxed by heating at 65° C. for 4 hours. The solvent was evaporated under reduced pressure, and the residue was purified by silica gel column chromatography (chloroform/methanol=50/1) to obtain the title compound (9 mg, yield 21%) as white powder.